This data is from the Open Reaction Database (ORD), a public repository of structured organic reaction records. The task is: describe an organic reaction: reactants, conditions, products, and yield The reactants are FC1=CC=C(C=C1)[C@@H]1COC2=CC(=CC=C2[C@@H]1C1=CC=C(C=C1)OCCCN1CCCCC1)OC ((±)-cis-3-(4-fluorophenyl)-7-methoxy-4-(4-(3-piperidinopropoxy)phenyl)chromane), Cl.N1=CC=CC=C1 (pyridine hydrochloride). Product: OC1=CC=C2[C@@H]([C@@H](COC2=C1)C1=CC=C(C=C1)F)C1=CC=C(C=C1)OCCCN1CCCCC1 ((±)-cis-7-Hydroxy-3-(4-fluorophenyl)-4-(4-(3-piperidinopropoxy)phenyl)chromane). Reaction SMILES: [F:1][C:2]1[CH:7]=[CH:6][C:5]([C@H:8]2[C@@H:17]([C:18]3[CH:23]=[CH:22][C:21]([O:24][CH2:25][CH2:26][CH2:27][N:28]4[CH2:33][CH2:32][CH2:31][CH2:30][CH2:29]4)=[CH:20][CH:19]=3)[C:16]3[C:11](=[CH:12][C:13]([O:34]C)=[CH:14][CH:15]=3)[O:10][CH2:9]2)=[CH:4][CH:3]=1.Cl.N1C=CC=CC=1>>[OH:34][C:13]1[CH:12]=[C:11]2[C:16]([C@H:17]([C:18]3[CH:23]=[CH:22][C:21]([O:24][CH2:25][CH2:26][CH2:27][N:28]4[CH2:29][CH2:30][CH2:31][CH2:32][CH2:33]4)=[CH:20][CH:19]=3)[C@H:8]([C:5]3[CH:4]=[CH:3][C:2]([F:1])=[CH:7][CH:6]=3)[CH2:9][O:10]2)=[CH:15][CH:14]=1 |f:1.2|. Procedure details: In an manner analogous to that described in step 5 for Example 10, (±)-cis-3-(4-fluorophenyl)-7-methoxy-4-(4-(3-piperidinopropoxy)phenyl)chromane (0.476 g, 1.0 mmol) was de-methylated by heating with pyridine hydrochloride to give the title compound as an off-white foam. As a reaction SMILES: [CH:1]1([NH:7][C:8]2[N:9]([C:17]3[CH:22]=[CH:21][CH:20]=[CH:19][CH:18]=3)[N:10]=[C:11]3[C:16]=2[CH:15]=[CH:14][CH:13]=[CH:12]3)[CH2:6][CH2:5][CH2:4][CH2:3][CH2:2]1.[CH2:23]([O:25][C:26](=[O:36])[C:27]1[CH:32]=[CH:31][C:30]([N:33]=[C:34]=[O:35])=[CH:29][CH:28]=1)[CH3:24]>C1(C)C=CC=CC=1>[CH2:23]([O:25][C:26](=[O:36])[C:27]1[CH:32]=[CH:31][C:30]([NH:33][C:34]([N:7]([CH:1]2[CH2:6][CH2:5][CH2:4][CH2:3][CH2:2]2)[C:8]2[N:9]([C:17]3[CH:18]=[CH:19][CH:20]=[CH:21][CH:22]=3)[N:10]=[C:11]3[C:16]=2[CH:15]=[CH:14][CH:13]=[CH:12]3)=[O:35])=[CH:29][CH:28]=1)[CH3:24]. Solvent: C1(=CC=CC=C1)C (toluene). Procedure details: In analogy to the procedure described in example 1.2, cyclohexyl-(2-phenyl-2H-indazol-3-yl)-amine (example 1.1) was reacted with 4-isocyanato-benzoic acid ethyl ester ([30806-83-8]) in toluene to give the title compound as yellow solid. MS: m/e=483.3 [M+H+]. Product: C(C)OC(C1=CC=C(C=C1)NC(=O)N(C=1N(N=C2C=CC=CC12)C1=CC=CC=C1)C1CCCCC1)=O (4-[3-Cyclohexyl-3-(2-phenyl-2H-indazol-3-yl)-ureido]-benzoic acid ethyl ester). Starting materials: C1(CCCCC1)NC=1N(N=C2C=CC=CC12)C1=CC=CC=C1 (cyclohexyl-(2-phenyl-2H-indazol-3-yl)-amine), C(C)OC(C1=CC=C(C=C1)N=C=O)=O (4-isocyanato-benzoic acid ethyl ester). The reactants are COC(C1=CC(=C(C=C1)OC)Br)=O (3-bromo-4-methoxybenzoic acid methyl ester), FC(C=1C=C(C=CC1)B(O)O)(F)F (3-trifluoromethyl-phenylboronic acid), ester. Yields the product COC1=CC=C(C=C1C1=CC(=CC=C1)C(F)(F)F)C(=O)O (6-methoxy-3′-trifluoromethyl-biphenyl-3-carboxylic acid). RXN SMILES: C[O:2][C:3](=[O:13])[C:4]1[CH:9]=[CH:8][C:7]([O:10][CH3:11])=[C:6](Br)[CH:5]=1.[F:14][C:15]([F:26])([F:25])[C:16]1[CH:17]=[C:18](B(O)O)[CH:19]=[CH:20][CH:21]=1>>[CH3:11][O:10][C:7]1[C:6]([C:20]2[CH:19]=[CH:18][CH:17]=[C:16]([C:15]([F:26])([F:25])[F:14])[CH:21]=2)=[CH:5][C:4]([C:3]([OH:2])=[O:13])=[CH:9][CH:8]=1. Reported procedure: 3-bromo-4-methoxybenzoic acid methyl ester was coupled to 3-trifluoromethyl-phenylboronic acid in analogy to step 3 of example 92, and the obtained ester intermediate was hydrolyzed in analogy to step 4 of example 1 to yield 6-methoxy-3′-trifluoromethyl-biphenyl-3-carboxylic acid. This intermediate was coupled to the compound of step 1 of example 361 in analogy to step 1 of example 3, and the obtained ester intermediate was hydrolyzed in analogy to step 4 of example 1 to yield the title compound... Starting materials: CCOC(=O)CNS(=O)(=O)c1cnc(NC(=O)N(CC2CCCC2)c2ccc(S(C)(=O)=O)cc2)s1, CCOC(=O)CNS(=O)(=O)c1cnc(N)s1, COC(=O)C1CCCN1S(=O)(=O)c1cnc(N)s1, CS(=O)(=O)c1ccc(N(CC2CCCC2)C(=O)Nc2nc(CC(=O)O)cs2)cc1, CS(=O)(=O)c1ccc(NCC2CCCC2)cc1. The product is CS(=O)(=O)c1ccc(N(CC2CCCC2)C(=O)Nc2ncc(S(=O)(=O)NCC(=O)O)s2)cc1. Reaction SMILES: [CH2:1]([CH3:2])[O:3][C:4]([CH2:5][NH:6][S:7](=[O:8])(=[O:9])[c:10]1[cH:11][n:12][c:13]([NH:15][C:16](=[O:17])[N:18]([c:19]2[cH:20][cH:21][c:22]([S:25](=[O:26])(=[O:27])[CH3:28])[cH:23][cH:24]2)[CH2:29][CH:30]2[CH2:31][CH2:32][CH2:33][CH2:34]2)[s:14]1)=[O:35].[CH2:82]([O:83][C:84](=[O:85])[CH2:86][NH:87][S:88]([c:89]1[s:90][c:91]([NH2:92])[n:93][cH:94]1)(=[O:95])=[O:96])[CH3:97].[CH3:98][O:99][C:100]([CH:101]1[CH2:102][CH2:103][CH2:104][N:105]1[S:106]([c:107]1[s:108][c:109]([NH2:110])[n:111][cH:112]1)(=[O:113])=[O:114])=[O:115].[CH:36]1([CH2:37][N:38]([c:39]2[cH:40][cH:41][c:42]([S:43]([CH3:44])(=[O:45])=[O:46])[cH:47][cH:48]2)[C:49](=[O:50])[NH:51][c:52]2[s:53][cH:54][c:55]([CH2:56][C:57]([OH:58])=[O:59])[n:60]2)[CH2:61][CH2:62][CH2:63][CH2:64]1.[CH:65]1([CH2:66][NH:67][c:68]2[cH:69][cH:70][c:71]([S:72]([CH3:73])(=[O:74])=[O:75])[cH:76][cH:77]2)[CH2:78][CH2:79][CH2:80][CH2:81]1>>[O:3]=[C:4]([CH2:5][NH:6][S:7](=[O:8])(=[O:9])[c:10]1[cH:11][n:12][c:13]([NH:15][C:16](=[O:17])[N:18]([c:19]2[cH:20][cH:21][c:22]([S:25](=[O:26])(=[O:27])[CH3:28])[cH:23][cH:24]2)[CH2:29][CH:30]2[CH2:31][CH2:32][CH2:33][CH2:34]2)[s:14]1)[OH:35]. Starting materials: CN1C(=CC(=C1C(=O)C=1N(C(=CC1)SC)C)C)CC(=O)O (1,4-dimethyl-5-(1-methyl-5-methylthiopyrrol-2-oyl)pyrrole-2-acetic acid), C(C)(=O)NC(C)O (N-acetyl aminoethanol), C1CCC(CC1)N=C=NC2CCCCC2 (DCC), N,N-dimethylaminopyridine. The solvent is C(Cl)Cl (CH2Cl2). Run at time 16 hour. Yields the product C(C)(=O)NCCOC(CC=1N(C(=C(C1)C)C(=O)C=1N(C(=CC1)SC)C)C)=O (acetamidoethyl-1,4-dimethyl-5-(1-methyl-5-methylthiopyrrol-2-oyl)pyrrole-2-acetate). Yield: 68.3%. RXN SMILES: [CH3:1][N:2]1[C:6]([C:7]([C:9]2[N:10]([CH3:16])[C:11]([S:14][CH3:15])=[CH:12][CH:13]=2)=[O:8])=[C:5]([CH3:17])[CH:4]=[C:3]1[CH2:18][C:19]([OH:21])=[O:20].[C:22]([NH:25][CH:26](O)[CH3:27])(=[O:24])[CH3:23].C1CCC(N=C=NC2CCCCC2)CC1>C(Cl)Cl>[C:22]([NH:25][CH2:26][CH2:27][O:20][C:19](=[O:21])[CH2:18][C:3]1[N:2]([CH3:1])[C:6]([C:7]([C:9]2[N:10]([CH3:16])[C:11]([S:14][CH3:15])=[CH:12][CH:13]=2)=[O:8])=[C:5]([CH3:17])[CH:4]=1)(=[O:24])[CH3:23]. Procedure details: A mixture of 1.1 g of 1,4-dimethyl-5-(1-methyl-5-methylthiopyrrol-2-oyl)pyrrole-2-acetic acid, 0.52 g of N-acetyl aminoethanol, 1.05 g DCC and 0.21 g of N,N-dimethylaminopyridine in 75 ml dry CH2Cl2 was stirred at ambient temperature for 16 hours, concentrated and extracted twice with 10 ml portions of CH2Cl2. The crude product is crystallized from ethyl acetate to yield 0.96 g (70% yield) of acetamidoethyl-1,4-dimethyl-5-(1-methyl-5-methylthiopyrrol-2-oyl)pyrrole-2-acetate. The reactants are BrN1C(CCC1=O)=O (N-bromosuccinimide), ClC1=NC(=CC2=C1N(C=N2)C[C@@H]2CC[C@H](CC2)C)Cl (4,6-dichloro-3-((trans-4-methylcyclohexyl)methyl)-3H-imidazo[4,5-c]pyridine). The solvent is ClCCl (dichloromethane), C(Cl)(Cl)Cl (chloroform). Yields the product BrC1=NC2=C(C(=NC(=C2)Cl)Cl)N1C[C@@H]1CC[C@H](CC1)C (2-bromo-4,6-dichloro-3-[(trans-4-methylcyclohexyl)methyl]-3H-imidazo[4,5-c]pyridine). As a reaction SMILES: [Br:1]N1C(=O)CCC1=O.[Cl:9][C:10]1[C:15]2[N:16]([CH2:19][C@H:20]3[CH2:25][CH2:24][C@H:23]([CH3:26])[CH2:22][CH2:21]3)[CH:17]=[N:18][C:14]=2[CH:13]=[C:12]([Cl:27])[N:11]=1>C(Cl)(Cl)Cl.ClCCl>[Br:1][C:17]1[N:16]([CH2:19][C@H:20]2[CH2:25][CH2:24][C@H:23]([CH3:26])[CH2:22][CH2:21]2)[C:15]2[C:10]([Cl:9])=[N:11][C:12]([Cl:27])=[CH:13][C:14]=2[N:18]=1. Procedure: N-bromosuccinimide (3.28 g, 18.4 mmol) was added to a solution of 4,6-dichloro-3-[(trans-4-methylcyclohexyl)methyl]-3H-imidazo[4,5-c]pyridine (Preparative Example 2.3, 5 g, 16.8 mmol) stirring in degassed chloroform (168 mL) at room temperature. The reaction was heated to reflux for 1 hour. The mixture was cooled to room temperature, diluted with dichloromethane, and washed with saturated aqueous sodium thiosulfate (2×) and brine. The organic layer was dried over sodium sulfate, filtered, and co... Reactants: NC=1C=C(C(=O)OC)C=CC1OC1=C(C=CC=C1)C(=O)OC (Methyl 3-amino-4-(2-(methoxycarbonyl)phenoxy)benzoate), C[Al](C)C (AlMe3). The solvent is C(Cl)Cl (DCM). The product is O=C1NC2=C(OC3=C1C=CC=C3)C=CC(=C2)C(=O)OC (Methyl 11-oxo-10,11-dihydrodibenzo[b,f][1,4]oxazepine-8-carboxylate). Yield: 35.3%. Reaction SMILES: [NH2:1][C:2]1[CH:3]=[C:4]([CH:9]=[CH:10][C:11]=1[O:12][C:13]1[CH:18]=[CH:17][CH:16]=[CH:15][C:14]=1[C:19]([O:21]C)=O)[C:5]([O:7][CH3:8])=[O:6].C[Al](C)C>C(Cl)Cl>[O:21]=[C:19]1[C:14]2[CH:15]=[CH:16][CH:17]=[CH:18][C:13]=2[O:12][C:11]2[CH:10]=[CH:9][C:4]([C:5]([O:7][CH3:8])=[O:6])=[CH:3][C:2]=2[NH:1]1. Procedure: A solution of compound 547 (3.2 g, 10.62 mmol) and AlMe3 (6.37 mL, 12.75 mmol) in DCM (40 mL) was stirred at 45° C. for 16 h and quenched with water. The reaction was diluted with AcOEt, washed with water and 1M HCl. The organic layer was separated, dried with Na2SO4, filtered and concentrated via rotary evaporation. The residue was triturated with AcOEt, filtered, washed with AcOEt and was purified via Isco employing a 0 to 50% AcOEt in hexanes solvent gradient to afford the title compound 548 ... Starting materials: BrCC1=C(C=CC=C1)C1=C(C(=O)C2=C(C=CC=C2)F)C=C(C=C1)Br (2-(o-bromomethylphenyl)-5-bromo-2'-fluorobenzophenone), N (ammonia). The solvent is C(C)O (ethanol). Product: BrC1=CC2=C(C3=C(CN=C2C2=C(C=CC=C2)F)C=CC=C3)C=C1 (9-bromo-7-(o-fluorophenyl)-5H-dibenz[c,e]azepine). RXN SMILES: Br[CH2:2][C:3]1[CH:8]=[CH:7][CH:6]=[CH:5][C:4]=1[C:9]1[CH:23]=[CH:22][C:21]([Br:24])=[CH:20][C:10]=1[C:11]([C:13]1[CH:18]=[CH:17][CH:16]=[CH:15][C:14]=1[F:19])=O.[NH3:25]>C(O)C>[Br:24][C:21]1[CH:22]=[CH:23][C:9]2[C:4]3[CH:5]=[CH:6][CH:7]=[CH:8][C:3]=3[CH2:2][N:25]=[C:11]([C:13]3[CH:18]=[CH:17][CH:16]=[CH:15][C:14]=3[F:19])[C:10]=2[CH:20]=1. Reported procedure: The solution of 5.4 g of 2-(o-bromomethylphenyl)-5-bromo-2'-fluorobenzophenone in 10 ml of ethanol is added slowly to the solution of 150 ml of saturated ethanolic ammonia while stirring at room temperature. After 2 days the mixture is evaporated, the residue taken up in methylene chloride and the solution washed with aqueous sodium carbonate. The organic layer is dried, evaporated and 5 g of the residue chromatographed on 50 g of silica gel, using first toluene, then toluene-diethyl ether (9:1)...